Dataset: the Open Reaction Database (ORD), a public repository of structured organic reaction records. Task: describe an organic reaction: reactants, conditions, products, and yield Reactants: C1CCOC1, CC(C)CCN(c1ccc(C(F)(F)F)cc1)c1cc(C(CC(C)C)C(=O)O)cc(-c2ccc(C(F)(F)F)cc2)n1, [Na+], [OH-], O=C(O)CC(O)(CC(=O)O)C(=O)O. Product: CC(C)CCN(c1ccc(C(F)(F)F)cc1)c1cc(CC(=O)O)cc(-c2ccc(C(F)(F)F)cc2)n1. Reaction SMILES: [CH2:41]1[O:42][CH2:43][CH2:44][CH2:45]1.[CH3:1][CH:2]([CH3:3])[CH2:40][CH:4]([C:5](=[O:6])[OH:7])[c:8]1[cH:9][c:10]([N:24]([c:25]2[cH:26][cH:27][c:28]([C:31]([F:32])([F:33])[F:34])[cH:29][cH:30]2)[CH2:35][CH2:36][CH:37]([CH3:38])[CH3:39])[n:11][c:12](-[c:14]2[cH:15][cH:16][c:17]([C:20]([F:21])([F:22])[F:23])[cH:18][cH:19]2)[cH:13]1.[Na+:60].[OH-:59].[OH:46][C:47]([CH2:48][C:49]([C:50](=[O:51])[OH:52])([CH2:53][C:54](=[O:55])[OH:56])[OH:57])=[O:58]>>[CH2:4]([C:5](=[O:6])[OH:7])[c:8]1[cH:9][c:10]([N:24]([c:25]2[cH:26][cH:27][c:28]([C:31]([F:32])([F:33])[F:34])[cH:29][cH:30]2)[CH2:35][CH2:36][CH:37]([CH3:38])[CH3:39])[n:11][c:12](-[c:14]2[cH:15][cH:16][c:17]([C:20]([F:21])([F:22])[F:23])[cH:18][cH:19]2)[cH:13]1. The reactants are CSC=1SC(=CC1)C=O (2-methylmercaptothiophen-5-carboxaldehyde), C1(=CC=CC=C1)CCCNS(=O)(=O)CC#N ((3-phenyl-n-propyl)aminosulfonylacetonitrile). Yields the product CSC=1SC(=CC1)/C=C(\C#N)/S(=O)(=O)NCCCC1=CC=CC=C1 ((E)-3-(2-methylmercaptothien-5-yl)-2-[(3-phenyl-n-propyl)aminosulfonyl]acrylonitrile). Reaction SMILES: [CH3:1][S:2][C:3]1[S:4][C:5]([CH:8]=O)=[CH:6][CH:7]=1.[C:10]1([CH2:16][CH2:17][CH2:18][NH:19][S:20]([CH2:23][C:24]#[N:25])(=[O:22])=[O:21])[CH:15]=[CH:14][CH:13]=[CH:12][CH:11]=1>>[CH3:1][S:2][C:3]1[S:4][C:5](/[CH:8]=[C:23](/[S:20]([NH:19][CH2:18][CH2:17][CH2:16][C:10]2[CH:11]=[CH:12][CH:13]=[CH:14][CH:15]=2)(=[O:22])=[O:21])\[C:24]#[N:25])=[CH:6][CH:7]=1. Reported procedure: Reaction of 2-methylmercaptothiophen-5-carboxaldehyde and (3-phenyl-n-propyl)aminosulfonylacetonitrile as in Example 1 gave (E)-3-(2-methylmercaptothien-5-yl)-2-[(3-phenyl-n-propyl)aminosulfonyl]acrylonitrile